describe an organic reaction: reactants, conditions, products, and yield From a dataset of the Open Reaction Database (ORD), a public repository of structured organic reaction records. Reactants: [BH4-].[Na+] (Sodium borohydride), C(CC\C=C\CCCCC)=O (trans-dec-4-enal), [NH4+].[Cl-] (NH4Cl). The solvent is CO (methanol). Run at time 30 minute. Yields the product C(CC\C=C\CCCCC)O (trans-dec-4-en-1-ol). Yield: 97.3%. RXN SMILES: [BH4-].[Na+].[CH:3](=[O:13])[CH2:4][CH2:5]/[CH:6]=[CH:7]/[CH2:8][CH2:9][CH2:10][CH2:11][CH3:12].[NH4+].[Cl-]>CO>[CH2:3]([OH:13])[CH2:4][CH2:5]/[CH:6]=[CH:7]/[CH2:8][CH2:9][CH2:10][CH2:11][CH3:12] |f:0.1,3.4|. Reported procedure: Sodium borohydride (0.60 g, 3.8 mmol) was added in portions to a stirred solution of trans-dec-4-enal (1.54 g, 10.0 mmol) in methanol (50 mL). The reaction was stirred at room temperature for 30 min followed by the addition of saturated NH4Cl. Methanol was evaporated and water was added to the residue. The mixture was extracted with ether and the combined organic layers were washed with water and dried. Evaporation of the solvent gave trans-dec-4-en-1-ol (1.52 g, 97%) as a pale yellow oil, which... Reactants: CON=C(C(=O)OCC)C1=CSC2=C1C=CC(=C2)F (ethyl α-methoxyimino-α-(6-fluoro-3-benzothienyl)acetate), [OH-].[Na+] (sodium hydroxide). Solvent: C(C)O (ethanol). The product is CON=C(C(=O)O)C1=CSC2=C1C=CC(=C2)F (α-Methoxyimino-α-(6-fluoro-3-benzothienyl)acetic acid). As a reaction SMILES: [CH3:1][O:2][N:3]=[C:4]([C:10]1[C:14]2[CH:15]=[CH:16][C:17]([F:19])=[CH:18][C:13]=2[S:12][CH:11]=1)[C:5]([O:7]CC)=[O:6].[OH-].[Na+]>C(O)C>[CH3:1][O:2][N:3]=[C:4]([C:10]1[C:14]2[CH:15]=[CH:16][C:17]([F:19])=[CH:18][C:13]=2[S:12][CH:11]=1)[C:5]([OH:7])=[O:6] |f:1.2|. Reported procedure: A solution of 3.50 g of ethyl α-methoxyimino-α-(6-fluoro-3-benzothienyl)acetate in 75 ml of ethanol containing 40 ml of 0.5N sodium hydroxide was stirred at 24° C. for nineteen hours. The solution was then concentrated to a volume of about 50 ml, and 50 ml of water were added. The aqueous solution was washed with dichloromethane, filtered, and then acidified to pH 2 by addition of 6N hydrochloric acid. The precipitate that formed was collected by filtration and identified as 3.02 g (95%) of α-me... The reactants are C(C)(C)(C)OC(=O)N[C@H]([C@@H](/C=C/CCCC(=O)OC)O)CC1=CC=CC=C1 (methyl (5E,7R,8S)-8-[(tert-butoxycarbonyl)amino]-7-hydroxy-9-phenyl-non-5-enoate), CS(=O)(=O)Cl (methanesulfonyl chloride), C(C)(C)(C)OC(=O)N[C@H]([C@@H](/C=C/CCCC(=O)OC)O)CC1=CC=CC=C1 (methyl (5E,7R,8S)-8-[(tert-butoxycarbonyl)amino]-7-hydroxy-9-phenyl-non-5-enoate), O1C(NCC1)=O (oxazolidinone). Yields the product C(C1=CC=CC=C1)[C@@H]1NC(O[C@H]1/C=C/CCCC(=O)OC)=O (methyl (5E)-6-[(4S,5S)-4-benzyl-2-oxo-1,3-oxazolidin-5-yl]hex-5-enoate). RXN SMILES: C([O:5][C:6]([NH:8][C@@H:9]([CH2:21][C:22]1[CH:27]=[CH:26][CH:25]=[CH:24][CH:23]=1)[C@H:10]([OH:20])/[CH:11]=[CH:12]/[CH2:13][CH2:14][CH2:15][C:16]([O:18][CH3:19])=[O:17])=O)(C)(C)C.O1CCNC1=O.CS(Cl)(=O)=O>>[CH2:21]([C@H:9]1[C@H:10](/[CH:11]=[CH:12]/[CH2:13][CH2:14][CH2:15][C:16]([O:18][CH3:19])=[O:17])[O:20][C:6](=[O:5])[NH:8]1)[C:22]1[CH:27]=[CH:26][CH:25]=[CH:24][CH:23]=1. Procedure details: The configuration inversion at C-7 of the methyl (5E,7R,8S)-8-[(tert-butoxycarbonyl)amino]-7-hydroxy-9-phenyl-non-5-enoate (4) is obtained in three steps. Initially the amino alcohol (4) is converted to oxazolidinone by treating with methanesulfonyl chloride (Benedetti, F.; Norbedo, S. Tetrahedron Lett. 2000, 39, 10071); thus methyl (5E)-6-[(4S,5S)-4-benzyl-2-oxo-1,3-oxazolidin-5-yl]hex-5-enoate (14) is obtained. The oxazolidinone is reprotected at the nitrogen with di-tert-butyl dicarbonate to ... The reactants are Cl, Cl, CC1N=C(c2ccccc2F)c2cc(N)ccc2N(C)C1=O. Yields the product CC1N=C(c2ccccc2F)c2c(ccc(N)c2Cl)N(C)C1=O. As a reaction SMILES: [Cl:23].[ClH:24].[NH2:1][c:2]1[cH:3][cH:4][c:5]2[c:6]([cH:22]1)[C:7]([c:15]1[c:16]([F:21])[cH:17][cH:18][cH:19][cH:20]1)=[N:8][CH:9]([CH3:14])[C:10](=[O:13])[N:11]2[CH3:12]>>[NH2:1][c:2]1[cH:3][cH:4][c:5]2[c:6]([c:22]1[Cl:24])[C:7]([c:15]1[c:16]([F:21])[cH:17][cH:18][cH:19][cH:20]1)=[N:8][CH:9]([CH3:14])[C:10](=[O:13])[N:11]2[CH3:12]. The reactants are ClCC(CC(=O)OCC)=O (ethyl 4-chloroacetoacetate), C(C)(=O)O (acetic acid), C1(=CC=CC=C1)C (toluene), C(C)(C)N (isopropylamine). Run in C(C)O (ethanol). Run at time 5 hour. The product is ClCC(=CCC(=O)OCC)NC(C)C (ethyl 4-chloro-3-(isopropylamino)but-2-enecarboxylate). Yield: 82.0%. RXN SMILES: [Cl:1][CH2:2][C:3](=O)[CH2:4]C(OCC)=O.[C:11]([OH:14])(=[O:13])[CH3:12].[CH:15]([NH2:18])([CH3:17])[CH3:16].[C:19]1(C)C=CC=C[CH:20]=1>C(O)C>[Cl:1][CH2:2][C:3]([NH:18][CH:15]([CH3:17])[CH3:16])=[CH:4][CH2:12][C:11]([O:14][CH2:19][CH3:20])=[O:13]. Procedure details: To a solution of 100 g of ethyl 4-chloroacetoacetate in 300 ml of toluene and 100 ml of ethanol are added 7 ml of acetic acid. At 10° C.-30° C., with cooling, 38.3 g of isopropylamine are added dropwise. Subsequently, the mixture is stirred at room temperature for 5 h and the solvent is removed under reduced pressure at temperatures of down to 35° C. 141.8 g of ethyl 4-chloro-3-(isopropylamino)but-2-enecarboxylate are obtained in a purity of 70% (this corresponds to 82% yield). Reactants: solution, C(C)OCC (ethyl ether), C(CC(O)(C(=O)O)CC(=O)O)(=O)O.O (monohydrate citric acid), ClC=1C=C2C(N(CN(C2=CC1)CC1CCCCC1)CCN(CC)CC)=O (6-chloro-1-cyclohexylmethyl-3-[2(diethylamino)ethyl]-2,3-dihydro-4(1H)-quinazolinone). The solvent is C(C)O (ethyl alcohol), C(C)O (ethyl alcohol). Yields the product C(CC(O)(C(=O)O)CC(=O)O)(=O)O.ClC=1C=C2C(N(CN(C2=CC1)CC1CCCCC1)CCN(CC)CC)=O (6-chloro-1-cyclohexylmethyl-3-[2-(diethylamino)ethyl]-2,3-dihydro-4(1H)-quinazolinone citrate). As a reaction SMILES: [Cl:1][C:2]1[CH:3]=[C:4]2[C:9](=[CH:10][CH:11]=1)[N:8]([CH2:12][CH:13]1[CH2:18][CH2:17][CH2:16][CH2:15][CH2:14]1)[CH2:7][N:6]([CH2:19][CH2:20][N:21]([CH2:24][CH3:25])[CH2:22][CH3:23])[C:5]2=[O:26].C(OCC)C.[C:32]([OH:44])(=[O:43])[CH2:33][C:34]([CH2:39][C:40]([OH:42])=[O:41])([C:36]([OH:38])=[O:37])[OH:35].O>C(O)C>[C:32]([OH:44])(=[O:43])[CH2:33][C:34]([CH2:39][C:40]([OH:42])=[O:41])([C:36]([OH:38])=[O:37])[OH:35].[Cl:1][C:2]1[CH:3]=[C:4]2[C:9](=[CH:10][CH:11]=1)[N:8]([CH2:12][CH:13]1[CH2:18][CH2:17][CH2:16][CH2:15][CH2:14]1)[CH2:7][N:6]([CH2:19][CH2:20][N:21]([CH2:24][CH3:25])[CH2:22][CH3:23])[C:5]2=[O:26] |f:2.3,5.6|. Reported procedure: 1.00 Gramme (2.7 mmoles) of 6-chloro-1-cyclohexylmethyl-3-[2(diethylamino)ethyl]-2,3-dihydro-4(1H)-quinazolinone, dissolved in 10 ml of ethyl alcohol is joined, in agitation andat the temperature of 4° C., by 10 ml of a solution of ethyl ether and ethyl alcohol in a ratio of 5:1 containing 668 milligrammes (3.2 mmoles) of monohydrate citric acid. Yields the product ClC1=CC2=C(C=3C(CN=C2C2=C(C=CC=C2)Cl)=CN(C3C)CCO)C=C1 (8-chloro-6-(2-chlorophenyl)-1-methyl-2H,4H-pyrrolo[3,4-d][2]benzazepine-2-ethanol). RXN SMILES: C[O:2][C:3](=O)[CH2:4][N:5]1[C:14]([CH3:15])=[C:13]2[C:7]([CH2:8][N:9]=[C:10]([C:21]3[CH:26]=[CH:25][CH:24]=[CH:23][C:22]=3[Cl:27])[C:11]3[CH:19]=[C:18]([Cl:20])[CH:17]=[CH:16][C:12]=32)=[CH:6]1.[H-].[Al+3].[H-].[H-].O.[OH-].[Na+]>O1CCCC1>[Cl:20][C:18]1[CH:17]=[CH:16][C:12]2[C:13]3[C:7](=[CH:6][N:5]([CH2:4][CH2:3][OH:2])[C:14]=3[CH3:15])[CH2:8][N:9]=[C:10]([C:21]3[CH:26]=[CH:25][CH:24]=[CH:23][C:22]=3[Cl:27])[C:11]=2[CH:19]=1 |f:1.2.3.4,6.7|. Reaction conditions: temperature -78 celsius, time 30 minute. Reactants: COC(CN1C=C2CN=C(C3=C(C2=C1C)C=CC(=C3)Cl)C3=C(C=CC=C3)Cl)=O (8-chloro-6-(2-chlorophenyl)-1-methyl-2H,4H-pyrrolo[3,4-d][2]benzazepine-2-acetic acid methyl ester), [H-].[Al+3].[H-].[H-] (aluminum hydride), O (water), solution, [OH-].[Na+] (sodium hydroxide), O (water). Run in O1CCCC1 (tetrahydrofuran), O1CCCC1 (tetrahydrofuran). Reported procedure: A solution of 4.0 g (9.6 mmol) of 8-chloro-6-(2-chlorophenyl)-1-methyl-2H,4H-pyrrolo[3,4-d][2]benzazepine-2-acetic acid methyl ester in 40 ml of tetrahydrofuran was added dropwise to a solution of 0.8 g (21.0 mmol) of lithuium aluminum hydride in 50 ml of tetrahydrofuran which was cooled to -78° C. When the addition was complete, the reaction mixture was allowed to warm to 0° C. and stirred for 30 minutes. The mixture was treated with 1 ml of water, 1 ml of a 3 N solution of aqueous sodium hydro... Reactants: CN (methylamine), C1CCOC1 (THF), C(#N)[BH3-].[Na+] (sodium cyanoborohydride), COC=1C(=C(C=O)C=C(C1)C1=NN(C(C(=C1)C1=NC2=C(N1COCC[Si](C)(C)C)C=CC=C2)=O)COCC[Si](C)(C)C)OCOCC[Si](C)(C)C (methoxy-5-{6-oxo-1-(2-trimethylsilanylethoxymethyl)-5-[1-(2-trimethylsilanylethoxymethyl)-1H-benzimidazol-2-yl]-1,6-dihydropyridazin-3-yl}-2-(2-trimethylsilanylethoxymethoxy)benzaldehyde). Solvent: CO (methanol), C(C)(=O)O (acetic acid). Conditions: time 16 hour. Product: COC=1C=C(C=C(C1OCOCC[Si](C)(C)C)CNC)C=1C=C(C(N(N1)COCC[Si](C)(C)C)=O)C1=NC2=C(N1COCC[Si](C)(C)C)C=CC=C2 (6-[3-Methoxy-5-methylaminomethyl-4-(2-trimethylsilanylethoxy-methoxy)phenyl]-2-(2-trimethylsilanylethoxymethyl)-4-[1-(2-trimethylsilanyl-ethoxymethyl) -1H-benzimidazol-2-yl]-2H-pyridazin-3-one). RXN SMILES: [CH3:1][O:2][C:3]1[C:4]([O:43][CH2:44][O:45][CH2:46][CH2:47][Si:48]([CH3:51])([CH3:50])[CH3:49])=[C:5]([CH:8]=[C:9]([C:11]2[CH:16]=[C:15]([C:17]3[N:21]([CH2:22][O:23][CH2:24][CH2:25][Si:26]([CH3:29])([CH3:28])[CH3:27])[C:20]4[CH:30]=[CH:31][CH:32]=[CH:33][C:19]=4[N:18]=3)[C:14](=[O:34])[N:13]([CH2:35][O:36][CH2:37][CH2:38][Si:39]([CH3:42])([CH3:41])[CH3:40])[N:12]=2)[CH:10]=1)C=O.[CH3:52][NH2:53].[CH2:54]1COCC1.C([BH3-])#N.[Na+]>CO.C(O)(=O)C>[CH3:1][O:2][C:3]1[CH:10]=[C:9]([C:11]2[CH:16]=[C:15]([C:17]3[N:21]([CH2:22][O:23][CH2:24][CH2:25][Si:26]([CH3:29])([CH3:28])[CH3:27])[C:20]4[CH:30]=[CH:31][CH:32]=[CH:33][C:19]=4[N:18]=3)[C:14](=[O:34])[N:13]([CH2:35][O:36][CH2:37][CH2:38][Si:39]([CH3:40])([CH3:41])[CH3:42])[N:12]=2)[CH:8]=[C:5]([CH2:52][NH:53][CH3:54])[C:4]=1[O:43][CH2:44][O:45][CH2:46][CH2:47][Si:48]([CH3:51])([CH3:50])[CH3:49] |f:3.4|. Reported procedure: 200 mg of methoxy-5-{6-oxo-1-(2-trimethylsilanylethoxymethyl)-5-[1-(2-trimethylsilanylethoxymethyl)-1H-benzimidazol-2-yl]-1,6-dihydropyridazin-3-yl}-2-(2-trimethylsilanylethoxymethoxy)benzaldehyde are dissolved in 4.5 ml of methanol and methylamine (0.146 ml of a THF solution), and 18.4 mg of sodium cyanoborohydride are added, followed by 17 mg of acetic acid. After stirring at room temperature for 16 hours, the volatile components are distilled off and the crude product is employed without furt...